This data is from the Open Reaction Database (ORD), a public repository of structured organic reaction records. The task is: describe an organic reaction: reactants, conditions, products, and yield The reactants are CCOc1nccc2c1C(c1ccc(C#N)cc1OC)C(C(=O)OCCC#N)=C(C)N2, CCOCC, COCCOC, [Na+], [OH-], O, O. Product: CCOc1nccc2c1C(c1ccc(C#N)cc1OC)C(C(=O)O)=C(C)N2. Reaction SMILES: [C:1](#[N:2])[c:3]1[cH:4][c:5]([O:30][CH3:31])[c:6]([CH:9]2[C:10]([C:23](=[O:24])[O:25][CH2:26][CH2:27][C:28]#[N:29])=[C:11]([CH3:22])[NH:12][c:13]3[cH:14][cH:15][n:16][c:17]([O:19][CH2:20][CH3:21])[c:18]32)[cH:7][cH:8]1.[CH3:34][CH2:35][O:36][CH2:37][CH3:38].[CH3:41][O:42][CH2:43][CH2:44][O:45][CH3:46].[Na+:33].[OH-:32].[OH2:39].[OH2:40]>>[C:1](#[N:2])[c:3]1[cH:4][c:5]([O:30][CH3:31])[c:6]([CH:9]2[C:10]([C:23](=[O:24])[OH:25])=[C:11]([CH3:22])[NH:12][c:13]3[cH:14][cH:15][n:16][c:17]([O:19][CH2:20][CH3:21])[c:18]32)[cH:7][cH:8]1. Reactants: CC1=CC2=C(CN(CCC2O)C)S1 (2,7-dimethyl-5,6,7,8-tetrahydro-4H-thieno[2,3-c]azepin-4-ol), FC1=CC=C(C(=O)N)C=C1 (4-fluorobenzamide). Yields the product C(N)(=O)C1=CC=C(C=C1)OC1C2=C(CN(CC1)C)SC(=C2)C (4-(4-Carbamoylphenyloxy)-2,7-dimethyl-5,6,7,8-tetrahydro-4H-thieno[2,3-c]azepine). RXN SMILES: [CH3:1][C:2]1[S:13][C:5]2[CH2:6][N:7]([CH3:12])[CH2:8][CH2:9][CH:10]([OH:11])[C:4]=2[CH:3]=1.F[C:15]1[CH:23]=[CH:22][C:18]([C:19]([NH2:21])=[O:20])=[CH:17][CH:16]=1>>[C:19]([C:18]1[CH:22]=[CH:23][C:15]([O:11][CH:10]2[CH2:9][CH2:8][N:7]([CH3:12])[CH2:6][C:5]3[S:13][C:2]([CH3:1])=[CH:3][C:4]2=3)=[CH:16][CH:17]=1)(=[O:20])[NH2:21]. Procedure details: The same method as in Example 1 was conducted using 2,7-dimethyl-5,6,7,8-tetrahydro-4H-thieno[2,3-c]azepin-4-ol (Reference Example 23) instead of 6-methyl-4,5,6,7-tetrahydrothieno[2,3-c]pyridin-4-ol (Reference Example 6) and was conducted using 4-fluorobenzamide instead of 1-fluoronaphthalene to give the objective compound.